From a dataset of the Open Reaction Database (ORD), a public repository of structured organic reaction records. describe an organic reaction: reactants, conditions, products, and yield The reactants are C(CCC)OC(N[C@@H]1[C@H](OC[C@@H](C1)N1CC2=NN(C=C2C1)S(=O)(=O)C1CCCC1)C1=C(C=CC(=C1)F)F)=O (Butyl[(2R,3S,5R)-2-(2,5-difluorophenyl)-5-[2-(cyclopentylsulfonyl)-2,6-dihydropyrrolo[3,4-c]pyrazol-5(4H)-yl]tetrahydro-2H-pyran-3-yl]carbamate), FC(C(=O)O)(F)F (trifluoroacetic acid). The solvent is ClCCl (dichloromethane). Conditions: time 1.5 hour. Yields the product FC(C(=O)O)(F)F.FC1=C(C=C(C=C1)F)[C@H]1OC[C@@H](C[C@@H]1N)N1CC2=NN(C=C2C1)S(=O)(=O)C1CCCC1 ((2R,3S,5R)-2-(2,5-Difluorophenyl)-5-[2-(cyclopentylsulfonyl)-2,6-dihydropyrrolo[3,4-c]pyrazol-5(4H)-yl]tetrahydro-2H-pyran-3-amine trifluoroacetate salt). As a reaction SMILES: C(OC(=O)[NH:7][C@H:8]1[CH2:13][C@@H:12]([N:14]2[CH2:21][C:20]3[C:16](=[N:17][N:18]([S:22]([CH:25]4[CH2:29][CH2:28][CH2:27][CH2:26]4)(=[O:24])=[O:23])[CH:19]=3)[CH2:15]2)[CH2:11][O:10][C@@H:9]1[C:30]1[CH:35]=[C:34]([F:36])[CH:33]=[CH:32][C:31]=1[F:37])CCC.[F:39][C:40]([F:45])([F:44])[C:41]([OH:43])=[O:42]>ClCCl>[F:39][C:40]([F:45])([F:44])[C:41]([OH:43])=[O:42].[F:37][C:31]1[CH:32]=[CH:33][C:34]([F:36])=[CH:35][C:30]=1[C@@H:9]1[C@@H:8]([NH2:7])[CH2:13][C@@H:12]([N:14]2[CH2:21][C:20]3[C:16](=[N:17][N:18]([S:22]([CH:25]4[CH2:29][CH2:28][CH2:27][CH2:26]4)(=[O:23])=[O:24])[CH:19]=3)[CH2:15]2)[CH2:11][O:10]1 |f:3.4|. Procedure details: A solution of the intermediate obtained in Step A above (90 mg, 0.16 mmol) in dichloromethane (6 mL) was treated with trifluoroacetic acid (3 mL) at room temperature. After 1.5 h, the reaction mixture was concentrated to give the title compound. 1H NMR (500 MHz, CD3OD): δ 1.61-1.74 (m, 4H); 1.92-2.08 (m, 4H); 2.11 (q, 1H, J=12 Hz); 2.78-2.84 (m, 1H); 3.68 (td, 1H, J=12, 4 Hz); 3.78 (t, 1H, J=12 Hz); 3.88-3.96 (m, 1H); 4.02-4.10 (m, 1H); 4.49-4.67 (m, 5H); 4.71 (d, 1H, J=12 Hz); 7.19-7.27 (m, 2H)... Starting materials: O=C1CSCN1CCCCBr, C[Si](C)(C)[N-][Si](C)(C)C, Cl, ICCCCCI, [Li+], C1CCOC1. Yields the product O=C1N(CCCCBr)CSC12CCCCC2. As a reaction SMILES: [Br:1][CH2:2][CH2:3][CH2:4][CH2:5][N:6]1[CH2:7][S:8][CH2:9][C:10]1=[O:11].[CH3:19][Si:20]([N-:21][Si:22]([CH3:23])([CH3:24])[CH3:25])([CH3:26])[CH3:27].[ClH:29].[I:12][CH2:13][CH2:14][CH2:15][CH2:16][CH2:17][I:18].[Li+:28].[O:30]1[CH2:31][CH2:32][CH2:33][CH2:34]1>>[Br:1][CH2:2][CH2:3][CH2:4][CH2:5][N:6]1[CH2:7][S:8][C:9]2([C:10]1=[O:11])[CH2:13][CH2:14][CH2:15][CH2:16][CH2:17]2. The reactants are CN[C@H]1[C@@H](CC2=CC=CC=C12)N1CCCC1 (trans (±) 2,3-dihydro-N-methyl-2-(pyrrolidin-1-yl)-1H-inden-1-amine), C1(=CC=CC=C1)C1=CC=C(S1)CC(=O)O (5-phenyl-2-thiophene-acetic acid), C(=O)(N1C=NC=C1)N1C=NC=C1 (carbonyldiimidazole). The product is N1(CCCC1)[C@H]1[C@@H](C2=CC=CC=C2C1)N(C(CC=1SC(=CC1)C1=CC=CC=C1)=O)C (trans-(±) N-[2,3-dihydro-2-(1-pyrrolidinyl)-1H-inden-1-yl]-N-methyl-5-phenyl-2-thiophene-acetamide). The yield is 68.6%. Reaction SMILES: [CH3:1][NH:2][C@@H:3]1[C:11]2[C:6](=[CH:7][CH:8]=[CH:9][CH:10]=2)[CH2:5][C@H:4]1[N:12]1[CH2:16][CH2:15][CH2:14][CH2:13]1.[C:17]1([C:23]2[S:27][C:26]([CH2:28][C:29]([OH:31])=O)=[CH:25][CH:24]=2)[CH:22]=[CH:21][CH:20]=[CH:19][CH:18]=1.C(N1C=CN=C1)(N1C=CN=C1)=O>>[N:12]1([C@@H:4]2[CH2:5][C:6]3[C:11](=[CH:10][CH:9]=[CH:8][CH:7]=3)[C@H:3]2[N:2]([CH3:1])[C:29](=[O:31])[CH2:28][C:26]2[S:27][C:23]([C:17]3[CH:18]=[CH:19][CH:20]=[CH:21][CH:22]=3)=[CH:24][CH:25]=2)[CH2:13][CH2:14][CH2:15][CH2:16]1. Reported procedure: Using the procedure of Step C of Example 1, 0.432 g of the product of Step B of Example 1, 0.567 g of 5-phenyl-2-thiophene-acetic acid and 0.422 g of carbonyldiimidazole were reacted to obtain 0.571 g of trans-(±) N-[2,3-dihydro-2-(1-pyrrolidinyl)-1H-inden-1-yl]-N-methyl-5-phenyl-2-thiophene-acetamide and then 0.457 g of its hydrochloride melting at ≃ 249° C. The reactants are O=C(O)CCP(=O)(OCc1ccccc1)OCc1ccccc1, ClCCCl, CN(C)c1ccncc1, CN(C)C=O, O=c1[nH]nc2c3cc(CO)ccc3oc3cccc1c32. Product: O=c1[nH]nc2c3cc(COCCP(=O)(OCc4ccccc4)OCc4ccccc4)ccc3oc3cccc1c32. Reaction SMILES: [CH2:21]([c:22]1[cH:23][cH:24][cH:25][cH:26][cH:27]1)[O:28][P:29](=[O:30])([O:31][CH2:32][c:33]1[cH:34][cH:35][cH:36][cH:37][cH:38]1)[CH2:39][CH2:40][C:41]([OH:42])=[O:43].[CH2:44]([Cl:45])[CH2:46][Cl:47].[CH3:53][N:54]([c:55]1[cH:56][cH:57][n:58][cH:59][cH:60]1)[CH3:61].[O:48]=[CH:49][N:50]([CH3:51])[CH3:52].[OH:1][CH2:2][c:3]1[cH:4][c:5]2[c:6]3[c:7]4[c:8]([cH:9][cH:10][cH:11][c:12]4[o:13][c:14]2[cH:15][cH:16]1)[c:17](=[O:20])[nH:18][n:19]3>>[O:1]([CH2:2][c:3]1[cH:4][c:5]2[c:6]3[c:7]4[c:8]([cH:9][cH:10][cH:11][c:12]4[o:13][c:14]2[cH:15][cH:16]1)[c:17](=[O:20])[nH:18][n:19]3)[CH2:40][CH2:39][P:29]([O:28][CH2:21][c:22]1[cH:23][cH:24][cH:25][cH:26][cH:27]1)(=[O:30])[O:31][CH2:32][c:33]1[cH:34][cH:35][cH:36][cH:37][cH:38]1. Reactants: Br, Cl, [Cu]Br, O=N[O-], Nc1ccc2c(c1)[nH]c(=O)n1c(=O)[nH]nc21, [Na+], O. Product: O=c1[nH]nc2c3ccc(Br)cc3[nH]c(=O)n12. Reaction SMILES: [BrH:22].[ClH:5].[Cu:24][Br:25].[N:1]([O-:2])=[O:3].[NH2:6][c:7]1[cH:8][cH:9][c:10]2[c:11]3[n:12]([c:13](=[O:17])[nH:14][c:15]2[cH:16]1)[c:18](=[O:21])[nH:19][n:20]3.[Na+:4].[OH2:23]>>[c:7]1([Br:22])[cH:8][cH:9][c:10]2[c:11]3[n:12]([c:13](=[O:17])[nH:14][c:15]2[cH:16]1)[c:18](=[O:21])[nH:19][n:20]3. Starting materials: ClC1=CC=C(C=C1)N1C(C2=CC=CC=C2C(=N1)NC1=NNC(=C1)C)=O (2-(4-Chloro-phenyl)-4-(5-methyl-1H-pyrazol-3-ylamino)-2H-phthalazin-1-one), NC1=CC=CC=C1 (aniline), CC(C)(C)[O-].[Na+] (NaOtBu), C(C)(C)(C)P(C1=C(C=CC=C1)C1=CC=CC=C1)C(C)(C)C (2-(di-t-butylphosphino)-biphenyl). Reagents/catalysts: C=1C=CC(=CC1)/C=C/C(=O)/C=C/C2=CC=CC=C2.C=1C=CC(=CC1)/C=C/C(=O)/C=C/C2=CC=CC=C2.C=1C=CC(=CC1)/C=C/C(=O)/C=C/C2=CC=CC=C2.[Pd].[Pd] (tris-(dibenzylideneacetone)-dipalladium). The product is CC1=CC(=NN1)NC1=NN(C(C2=CC=CC=C12)=O)C1=CC=C(C=C1)NC1=CC=CC=C1 (4-(5-Methyl-1H-pyrazol-3-ylamino)-2-(4-phenylamino-phenyl)-2H-phthalazin-1-one). The yield is 1.7%. RXN SMILES: Cl[C:2]1[CH:7]=[CH:6][C:5]([N:8]2[N:17]=[C:16]([NH:18][C:19]3[CH:23]=[C:22]([CH3:24])[NH:21][N:20]=3)[C:15]3[C:10](=[CH:11][CH:12]=[CH:13][CH:14]=3)[C:9]2=[O:25])=[CH:4][CH:3]=1.[NH2:26][C:27]1[CH:32]=[CH:31][CH:30]=[CH:29][CH:28]=1.CC([O-])(C)C.[Na+].C(P(C(C)(C)C)C1C=CC=CC=1C1C=CC=CC=1)(C)(C)C>C1C=CC(/C=C/C(/C=C/C2C=CC=CC=2)=O)=CC=1.C1C=CC(/C=C/C(/C=C/C2C=CC=CC=2)=O)=CC=1.C1C=CC(/C=C/C(/C=C/C2C=CC=CC=2)=O)=CC=1.[Pd].[Pd]>[CH3:24][C:22]1[NH:21][N:20]=[C:19]([NH:18][C:16]2[C:15]3[C:10](=[CH:11][CH:12]=[CH:13][CH:14]=3)[C:9](=[O:25])[N:8]([C:5]3[CH:6]=[CH:7][C:2]([NH:26][C:27]4[CH:32]=[CH:31][CH:30]=[CH:29][CH:28]=4)=[CH:3][CH:4]=3)[N:17]=2)[CH:23]=1 |f:2.3,5.6.7.8.9|. Procedure details: 2-(4-Chloro-phenyl)-4-(5-methyl-1H-pyrazol-3-ylamino)-2H-phthalazin-1-one (B-1, 0.10 g, 0.28 mmol), aniline (0.034 g, 0.37 mmol), NaOtBu (0.041 g, 0.43 mmol), tris-(dibenzylideneacetone)-dipalladium (0.026 g, 0.028 mmol) and 2-(di-t-butylphosphino)-biphenyl (0.017 g, 0.057 mmol) under argon were heated to 100° C. for 17 hours, and then allowed to cool to room temperature. The solvent was evaporated in vacuum, the residue was diluted in H2O (50 ml) and the resulting solid was collected by filtrat... Reactants: Cl, CC(C)(C)ON=O, Nc1ccc(C2CCC(=O)N2c2ccc(Oc3ccc(Cl)cc3)cc2)cc1C(F)(F)F, CN(C)C=O. Product: O=C1CCC(c2cccc(C(F)(F)F)c2)N1c1ccc(Oc2ccc(Cl)cc2)cc1. Reaction SMILES: [ClH:39].[N:1]([O:2][C:3]([CH3:4])([CH3:5])[CH3:6])=[O:7].[NH2:8][c:9]1[c:10]([C:35]([F:36])([F:37])[F:38])[cH:11][c:12]([CH:15]2[CH2:16][CH2:17][C:18](=[O:34])[N:19]2[c:20]2[cH:21][cH:22][c:23]([O:26][c:27]3[cH:28][cH:29][c:30]([Cl:33])[cH:31][cH:32]3)[cH:24][cH:25]2)[cH:13][cH:14]1.[O:40]=[CH:41][N:42]([CH3:43])[CH3:44]>>[cH:9]1[c:10]([C:35]([F:36])([F:37])[F:38])[cH:11][c:12]([CH:15]2[CH2:16][CH2:17][C:18](=[O:34])[N:19]2[c:20]2[cH:21][cH:22][c:23]([O:26][c:27]3[cH:28][cH:29][c:30]([Cl:33])[cH:31][cH:32]3)[cH:24][cH:25]2)[cH:13][cH:14]1. The reactants are NN, O=C1Nc2ccccc2C1=O. Product: O=C1Cc2ccccc2N1. RXN SMILES: [NH2:12][NH2:13].[O:1]=[C:2]1[NH:3][c:4]2[cH:5][cH:6][cH:7][cH:8][c:9]2[C:10]1=[O:11]>>[O:1]=[C:2]1[NH:3][c:4]2[cH:5][cH:6][cH:7][cH:8][c:9]2[CH2:10]1.